From a dataset of the Open Reaction Database (ORD), a public repository of structured organic reaction records. describe an organic reaction: reactants, conditions, products, and yield Starting materials: [BH3-]C#N.[Na+] (NaBH3CN), ClC=1C=C(CN2C(=NC=C2)CNCC2=CC(=CC=C2)F)C=C(C1)Cl ([1-(3,5-dichloro-benzyl)-1H-imidazol-2-ylmethyl]-(3-fluoro-benzyl)-amine), CC(=O)C (acetone), 3A, O (Water). Run in CO (MeOH). Run at time 5 hour. Product: ClC=1C=C(CN2C(=NC=C2)CN(C(C)C)CC2=CC(=CC=C2)F)C=C(C1)Cl ([1-(3,5-Dichloro-benzyl)-1H-imidazol-2-ylmethyl]-(3-fluoro-benzyl)-isopropyl-amine). Isolated yield 26.0%. As a reaction SMILES: [Cl:1][C:2]1[CH:3]=[C:4]([CH:21]=[C:22]([Cl:24])[CH:23]=1)[CH2:5][N:6]1[CH:10]=[CH:9][N:8]=[C:7]1[CH2:11][NH:12][CH2:13][C:14]1[CH:19]=[CH:18][CH:17]=[C:16]([F:20])[CH:15]=1.[CH3:25][C:26]([CH3:28])=O.[BH3-]C#N.[Na+].O>CO>[Cl:1][C:2]1[CH:3]=[C:4]([CH:21]=[C:22]([Cl:24])[CH:23]=1)[CH2:5][N:6]1[CH:10]=[CH:9][N:8]=[C:7]1[CH2:11][N:12]([CH2:13][C:14]1[CH:19]=[CH:18][CH:17]=[C:16]([F:20])[CH:15]=1)[CH:26]([CH3:28])[CH3:25] |f:2.3|. Reported procedure: A mixture of [1-(3,5-dichloro-benzyl)-1H-imidazol-2-ylmethyl]-(3-fluoro-benzyl)-amine, (200 mg, 0.55 mmol), acetone (81 uL, 1.10 mmol) and 3A molecular sieves (300 mg) in MeOH (3 mL) was stirred at ambient temperature under N2. After 5 h, NaBH3CN was added and the mixture stirred for an additional 2 h. Water (2 mL) was added and the reaction mixture concentrated in vacuo. The residue was taken up in 1N NaOH (20 mL) and extracted with CH2Cl2 (3×30 mL). The combined extracts were dried over Na2SO4... Reaction SMILES: [CH3:19][C:20](=[O:21])[CH3:22].[Cl:15][C:16]([Cl:17])=[S:18].[O:1]([c:2]1[cH:3][cH:4][cH:5][cH:6][cH:7]1)[c:8]1[cH:9][c:10]([NH2:11])[cH:12][cH:13][cH:14]1>>[O:1]([c:2]1[cH:3][cH:4][cH:5][cH:6][cH:7]1)[c:8]1[cH:9][c:10]([N:11]=[C:16]=[S:18])[cH:12][cH:13][cH:14]1. Starting materials: CC(C)=O, S=C(Cl)Cl, Nc1cccc(Oc2ccccc2)c1. The product is S=C=Nc1cccc(Oc2ccccc2)c1. Reactants: [N+](=O)(O)[O-] (HNO3), FC1=CC=C(C(=O)O)C=C1 (4-fluoro-benzoic acid), ice water. The solvent is OS(=O)(=O)O (H2SO4). Conditions: time 4 hour. The product is FC1=C(C=C(C(=O)O)C=C1)[N+](=O)[O-] (4-Fluoro-3-nitro-benzoic acid). RXN SMILES: [N+:1]([O-:4])(O)=[O:2].[F:5][C:6]1[CH:14]=[CH:13][C:9]([C:10]([OH:12])=[O:11])=[CH:8][CH:7]=1>OS(O)(=O)=O>[F:5][C:6]1[CH:14]=[CH:13][C:9]([C:10]([OH:12])=[O:11])=[CH:8][C:7]=1[N+:1]([O-:4])=[O:2]. Procedure: Conc. HNO3 (79 mL) was dropwise added to a solution of 4-fluoro-benzoic acid (70 g, 0.5 mol) in conc. H2SO4 (500 mL) at 0° C. The mixture was stirred for 4 h at RT and then poured into ice-water (3.0 L). The precipitate was filtered off, washed twice with water (0.5 L) and dried to give the title compound as a white solid. 1H-NMR (300 MHz, CDCl3): δ (ppm) 11.0 (s, br, 1H), 8.86 (m, 1H), 8.42 (m, 1H), 7.47 (m, 1H). Starting materials: reaction product, NCO, C(CCCCCN=C=O)N=C=O (hexamethylene diisocyanate), OC1=CC=C(C=C1)C(C)(C)C1=CC=C(C=C1)O.C(C1CO1)OCC1CO1 (bisphenol A bis-glycidyl ether), C(C=C)(=O)O (acrylic acid), C1(CCC(=O)O1)=O (succinic acid anhydride). The reagents and catalysts are CCCCCCCC(=O)[O-].CCCCCCCC(=O)[O-].[Zn+2] (zinc octoate), COC1=CC=C(C=C1)O (p-methoxy phenol). Solvent: C(Cl)Cl (methylene chloride). Reaction conditions: time 12 hour. Product: C(C)(C)(C)C1=CC=CC=2C(C3=CC=CC=C3C(C12)=O)=O (tert.-butyl anthraquinone). RXN SMILES: O[C:2]1C=C[C:5]([C:8]([C:11]2C=CC(O)=CC=2)([CH3:10])[CH3:9])=[CH:4][CH:3]=1.C(O[CH2:23][CH:24]1O[CH2:25]1)C1OC1.[C:27](O)(=O)[CH:28]=[CH2:29].C(N=C=O)CCCCCN=C=O.[C:44]1(=[O:50])[O:49][C:47](=O)[CH2:46][CH2:45]1>C(Cl)Cl.CCCCCCCC([O-])=O.CCCCCCCC([O-])=O.[Zn+2].COC1C=CC(O)=CC=1>[C:8]([C:5]1[C:45]2[C:44](=[O:50])[C:24]3[C:23](=[CH:27][CH:28]=[CH:29][CH:25]=3)[C:47](=[O:49])[C:46]=2[CH:2]=[CH:3][CH:4]=1)([CH3:11])([CH3:10])[CH3:9] |f:0.1,6.7.8|. Procedure details: 968 g of the reaction product of bisphenol A-bis-glycidyl ether and acrylic acid (containing 3.7 gram equivalents of OH) described in Example 1 were dissolved in 850 g of methylene chloride, followed by the addition of 0.6 ml of a concentrated zinc octoate solution and another 0.5 g of p-methoxy phenol. 168 g of hexamethylene diisocyanate (2 gram equivalents of NCO) were then added dropwise while the solution was boiled under reflux. After 24 hours' refluxing, an NCO-content of 0.5% was determin...